describe an organic reaction: reactants, conditions, products, and yield From a dataset of the Open Reaction Database (ORD), a public repository of structured organic reaction records. Reactants: NC=1C=CC(=C(C1)[C@]1(N=C(OC[C@@H]1F)N)C)F ((4R,5R)-4-(5-amino-2-fluoro-phenyl)-5-fluoro-4-methyl-5,6-dihydro-4H-[1,3]oxazin-2-ylamine), FC(COC=1C=CC(=NC1)C(=O)O)F (5-(2,2-difluoro-ethoxy)-pyridine-2-carboxylic acid). The product is NC=1OC[C@@H]([C@@](N1)(C)C=1C=C(C=CC1F)NC(=O)C1=NC=C(C=C1)OCC(F)F)F (5-(2,2-Difluoro-ethoxy)-pyridine-2-carboxylic acid [3-((4R,5R)-2-amino-5-fluoro-4-methyl-5,6-dihydro-4H-[1,3]oxazin-4-yl)-4-fluoro-phenyl]-amide). RXN SMILES: [NH2:1][C:2]1[CH:3]=[CH:4][C:5]([F:17])=[C:6]([C@:8]2([CH3:16])[C@@H:13]([F:14])[CH2:12][O:11][C:10]([NH2:15])=[N:9]2)[CH:7]=1.[F:18][CH:19]([F:31])[CH2:20][O:21][C:22]1[CH:23]=[CH:24][C:25]([C:28](O)=[O:29])=[N:26][CH:27]=1>>[NH2:15][C:10]1[O:11][CH2:12][C@H:13]([F:14])[C@:8]([C:6]2[CH:7]=[C:2]([NH:1][C:28]([C:25]3[CH:24]=[CH:23][C:22]([O:21][CH2:20][CH:19]([F:31])[F:18])=[CH:27][N:26]=3)=[O:29])[CH:3]=[CH:4][C:5]=2[F:17])([CH3:16])[N:9]=1. Procedure: The condensation of (4R,5R)-4-(5-amino-2-fluoro-phenyl)-5-fluoro-4-methyl-5,6-dihydro-4H-[1,3]oxazin-2-ylamine (intermediate A8.2) and 5-(2,2-difluoro-ethoxy)-pyridine-2-carboxylic acid (CAS 1097730-45-4; WO2009091016) following procedure I yielded the title compound as a white foam. MS (ISP): m/z=427.2 [M+H]+.